From a dataset of the Open Reaction Database (ORD), a public repository of structured organic reaction records. describe an organic reaction: reactants, conditions, products, and yield Starting materials: O1NC(CC2=C1C=CC=C2)=O (benzoxazinone), C1CCOC1 (THF), solution, magnesium salt, C(C)(C)(C)C1=CC=C(C(=O)NC2=C(C(=O)NC3=NC=C(C=C3)Cl)C=CC(=C2)C(=O)OC)C=C1 (2-(4-tert-Butylbenzoylamino)-N-(5-chloropyridin-2-yl)-4-methoxycarbonylbenzamide), magnesium salt, Cl (HCl). Conditions: time 30 minute. The product is C(C)(C)(C)C1=CC=C(C(=O)NC2=C(C(=O)NC3=NC=C(C=C3)Cl)C=C(C=C2)C(=O)OC)C=C1 (2-(4-tert-Butylbenzoylamino)-N-(5-chloropyridin-2-yl)-5-methoxycarbonylbenzamide). Isolated yield 39.0%. Reaction SMILES: O1C2C=CC=CC=2C[C:3](=[O:11])N1.[C:12]([C:16]1[CH:44]=[CH:43][C:19]([C:20]([NH:22][C:23]2[CH:38]=[C:37](C(OC)=O)[CH:36]=[CH:35][C:24]=2[C:25]([NH:27][C:28]2[CH:33]=[CH:32][C:31]([Cl:34])=[CH:30][N:29]=2)=[O:26])=[O:21])=[CH:18][CH:17]=1)([CH3:15])([CH3:14])[CH3:13].Cl.C1C[O:49][CH2:48]C1>>[C:12]([C:16]1[CH:44]=[CH:43][C:19]([C:20]([NH:22][C:23]2[CH:38]=[CH:37][C:36]([C:48]([O:11][CH3:3])=[O:49])=[CH:35][C:24]=2[C:25]([NH:27][C:28]2[CH:33]=[CH:32][C:31]([Cl:34])=[CH:30][N:29]=2)=[O:26])=[O:21])=[CH:18][CH:17]=1)([CH3:15])([CH3:13])[CH3:14]. Procedure details: Into 25 mL THF was dissolved 0.174 g (0.5 mmol) of the above benzoxazinone intermediate. The solution was cooled in an ice bath and placed under nitrogen atmosphere. To the mixture was added 1.5 mL (0.6 mmol) of a 0.4 M solution of the magnesium salt of 2-amino-5-chloropyridine (See Prep. D, Example 278). After 30 min, an additional 1.5 mL (0.6 mmol) of the magnesium salt was added. Stirring was continued for 15 min, and the reaction mixture was quinched with 100 mL cold dilute HCl. The mixture ... Reported procedure: To a pressure reactor charged with a red-orange solution of tert-butyl 4-(3-(isopropylamino)pyrido[3,4-b]pyrazin-2-yl)piperazine-1-carboxylate (2.0 g, 5.37 mmol) in acetone (100 mL) and dioxane (100 mL) was added palladium, 10 wt % on activated carbon (0.229 g, 2.148 mmol) as a slurry in dioxane (3 mL) under nitrogen. Next, acetic anhydride (5.04 mL, 53.7 mmol) was added at 23° C. The mixture was stirred under hydrogen at 310 kPa for 17 hr at 45° C. The reaction mixture was filtered through Celi... Reaction conditions: temperature 45 celsius, time 17 hour. The reagents and catalysts are [Pd] (palladium). As a reaction SMILES: [CH:1]([NH:4][C:5]1[N:10]=[C:9]2[CH:11]=[N:12][CH:13]=[CH:14][C:8]2=[N:7][C:6]=1[N:15]1[CH2:20][CH2:19][N:18]([C:21]([O:23][C:24]([CH3:27])([CH3:26])[CH3:25])=[O:22])[CH2:17][CH2:16]1)([CH3:3])[CH3:2].[C:28](OC(=O)C)(=[O:30])[CH3:29]>CC(C)=O.O1CCOCC1.[Pd]>[C:28]([N:12]1[CH2:13][CH2:14][C:8]2[C:9](=[N:10][C:5]([NH:4][CH:1]([CH3:3])[CH3:2])=[C:6]([N:15]3[CH2:20][CH2:19][N:18]([C:21]([O:23][C:24]([CH3:25])([CH3:27])[CH3:26])=[O:22])[CH2:17][CH2:16]3)[N:7]=2)[CH2:11]1)(=[O:30])[CH3:29]. Isolated yield 47.5%. The reactants are C(C)(C)NC1=C(N=C2C(=N1)C=NC=C2)N2CCN(CC2)C(=O)OC(C)(C)C (tert-butyl 4-(3-(isopropylamino)pyrido[3,4-b]pyrazin-2-yl)piperazine-1-carboxylate), C(C)(=O)OC(C)=O (acetic anhydride). The solvent is O1CCOCC1 (dioxane), CC(=O)C (acetone), O1CCOCC1 (dioxane). Yields the product C(C)(=O)N1CC2=NC(=C(N=C2CC1)N1CCN(CC1)C(=O)OC(C)(C)C)NC(C)C (tert-butyl 4-(6-acetyl-3-(isopropylamino)-5,6,7,8-tetrahydropyrido[3,4-b]pyrazin-2-yl)piperazine-1-carboxylate). Starting materials: COC(=N)N[N+](=O)[O-], [Cl-], Cl, NCc1cnc(Cl)s1, [Na+], [Na+], [OH-], O. The product is COC(=N[N+](=O)[O-])NCc1cnc(Cl)s1. RXN SMILES: [CH3:1][O:2][C:3]([NH:4][N+:5](=[O:6])[O-:7])=[NH:8].[Cl-:11].[ClH:9].[NH2:12][CH2:13][c:14]1[cH:15][n:16][c:17]([Cl:19])[s:18]1.[Na+:10].[Na+:21].[OH-:20].[OH2:22]>>[CH3:1][O:2][C:3](=[N:4][N+:5](=[O:6])[O-:7])[NH:8][CH2:13][c:14]1[cH:15][n:16][c:17]([Cl:19])[s:18]1. Starting materials: CC12C(=O)OC(C1CCCC2)=O (methylhexahydrophthalic anhydride), C(C(=C)C)(=O)OCCO (hydroxyethyl methacrylate), O=C1C(N=C2C=CN=C21)=O (diketopyrrolopyrrole), formula XIX, C=1C=CC2=C(C1)NC=3C=CC=CC3S2 (thiodiphenylamine). Solvent: C1=CC(=CC=C1Cl)Cl (dichlorobenzene). Reaction conditions: temperature 112.5 celsius. The product is CC1(C(=O)O)C(C(=O)O)CCCC1 (methyl-hexahydrophthalic acid). Reaction SMILES: [O:1]=C1C2C(C=CN=2)=NC1=O.C1C=CC2SC3C=CC=CC=3NC=2C=1.[CH3:25][C:26]12[CH2:35][CH2:34][CH2:33][CH2:32][CH:31]1[C:30](=[O:36])[O:29][C:27]2=[O:28].C(OCCO)(=O)C(C)=C>C1C(Cl)=CC=C(Cl)C=1>[CH3:25][C:26]1([CH2:35][CH2:34][CH2:33][CH2:32][CH:31]1[C:30]([OH:29])=[O:36])[C:27]([OH:1])=[O:28]. Reported procedure: 2.35 g (0.005 mol) of the diketopyrrolopyrrole of the formula XIX (Example 6) and 30 ml of dichlorobenzene are placed under nitrogen in a sulfonating flask, 5.0 mg (0.05 mmol) of thiodiphenylamine are added, and the mixture is heated with stirring at 110-115° C. 3.17 g (0.010 mol) of the methyl-hexahydrophthalic acid derivative (isomer mixture) of the formula ##STR43## (obtained by generally known methods from methylhexahydrophthalic anhydride and hydroxyethyl methacrylate) are added dropwise wi... As a reaction SMILES: [CH2:19]([CH2:20][CH2:21][CH3:22])[NH2:23].[CH3:28][CH2:29][OH:30].[CH:1]1([O:7][N:8]2[C:9]([CH3:17])([CH3:18])[CH2:10][C:11](=[O:16])[CH2:12][C:13]2([CH3:14])[CH3:15])[CH2:2][CH2:3][CH2:4][CH2:5][CH2:6]1.[H:24][H:25].[Pt:26]=[O:27]>>[CH:1]1([O:7][N:8]2[C:9]([CH3:17])([CH3:18])[CH2:10][CH:11]([NH:23][CH2:19][CH2:20][CH2:21][CH3:22])[CH2:12][C:13]2([CH3:14])[CH3:15])[CH2:2][CH2:3][CH2:4][CH2:5][CH2:6]1. Starting materials: CCCCN, CCO, CC1(C)CC(=O)CC(C)(C)N1OC1CCCCC1, [H][H], O=[Pt]. The product is CCCCNC1CC(C)(C)N(OC2CCCCC2)C(C)(C)C1. Reactants: O=C([O-])[O-], CN(C)C=O, [K+], [K+], COc1ccc(O)c(C=O)c1, Cc1ccc(S(=O)(=O)OCC2CO2)cc1. Yields the product COc1ccc(OCC2CO2)c(C=O)c1. As a reaction SMILES: [C:27](=[O:28])([O-:29])[O-:30].[CH3:33][N:34]([CH3:35])[CH:36]=[O:37].[K+:31].[K+:32].[OH:1][c:2]1[c:3]([CH:4]=[O:5])[cH:6][c:7]([O:10][CH3:11])[cH:8][cH:9]1.[c:12]1([CH3:13])[cH:14][cH:15][c:16]([S:17]([O:18][CH2:22][CH:23]2[CH2:24][O:25]2)(=[O:19])=[O:20])[cH:21][cH:26]1>>[O:1]([c:2]1[c:3]([CH:4]=[O:5])[cH:6][c:7]([O:10][CH3:11])[cH:8][cH:9]1)[CH2:22][CH:23]1[CH2:24][O:25]1. Starting materials: Cl (HCl), IC (iodomethane), IC (iodomethane), [H-].[Na+] (sodium hydride), [H][H] (hydrogen), C(C)(=O)C1=C(C=C(OCC=2C=C(C=CC2)[N+](=O)[O-])C=C1)O (3-[(4-acetyl-3-hydroxyphenoxy)methyl]nitrobenzene). Solvent: O1CCCC1 (tetrahydrofuran), O1CCCC1 (tetrahydrofuran). Run at time 2 hour. Product: C(C)(=O)C1=C(C=C(OCC=2C=C(C=CC2)[N+](=O)[O-])C=C1)OC (3-[(4-acetyl-3-methoxyphenoxy)methyl]nitrobenzene). Yield: 64.0%. As a reaction SMILES: [H-].[Na+].[C:3]([C:6]1[CH:22]=[CH:21][C:9]([O:10][CH2:11][C:12]2[CH:13]=[C:14]([N+:18]([O-:20])=[O:19])[CH:15]=[CH:16][CH:17]=2)=[CH:8][C:7]=1[OH:23])(=[O:5])[CH3:4].[H][H].I[CH3:27].Cl>O1CCCC1>[C:3]([C:6]1[CH:22]=[CH:21][C:9]([O:10][CH2:11][C:12]2[CH:13]=[C:14]([N+:18]([O-:20])=[O:19])[CH:15]=[CH:16][CH:17]=2)=[CH:8][C:7]=1[O:23][CH3:27])(=[O:5])[CH3:4] |f:0.1|. Procedure: To a degreased suspension of sodium hydride (23 g) in tetrahydrofuran at ice temperature is slowly added (under nitrogen) a solution of 3-[(4-acetyl-3-hydroxyphenoxy)methyl]nitrobenzene (13.6 g, prepared as in Example 1A) in tetrahydrofuran (100 ml). When hydrogen evolution ceases, the mixture is allowed to warm to room temperature and is stirred for 2 hours. To this slurry is added iodomethane (6.7 g, neat) and the mixture is stirred 15 hours at room temperature. Another 6.7 g of iodomethane is... The reactants are C(C1=CC=CC=C1)OC1=CC=C(C=C1)N1N(C(C=2C1=NC=CC2)=O)C (1-[4-(benzyloxy)phenyl]-2-methyl-1,2-dihydro-3H-pyrazolo[3,4-b]pyridin-3-one), S(O)(O)(=O)=O (sulfuric acid). The solvent is O (water), [OH-].[Na+] (sodium hydroxide). Run at time 10 minute. Product: OC1=CC=C(C=C1)N1N(C(C=2C1=NC=CC2)=O)C (1-(4-Hydroxyphenyl)-2-methyl-1,2-dihydro-3H-pyrazolo[3,4-b]pyridin-3-one). The yield is 73.6%. As a reaction SMILES: C([O:8][C:9]1[CH:14]=[CH:13][C:12]([N:15]2[C:19]3=[N:20][CH:21]=[CH:22][CH:23]=[C:18]3[C:17](=[O:24])[N:16]2[CH3:25])=[CH:11][CH:10]=1)C1C=CC=CC=1.S(=O)(=O)(O)O>O.[OH-].[Na+]>[OH:8][C:9]1[CH:10]=[CH:11][C:12]([N:15]2[C:19]3=[N:20][CH:21]=[CH:22][CH:23]=[C:18]3[C:17](=[O:24])[N:16]2[CH3:25])=[CH:13][CH:14]=1 |f:3.4|. Reported procedure: A mixture of 1-[4-(benzyloxy)phenyl]-2-methyl-1,2-dihydro-3H-pyrazolo[3,4-b]pyridin-3-one (0.28 g) obtained in Example 6, step D) and concentrated sulfuric acid (5.0 ml) was stirred at room temperature for 10 min. The obtained reaction mixture was diluted with water (10 ml), sodium hydroxide in m solid was added to pH 10, and the mixture was extracted with ethyl acetate. The organic layers were combined, dried over anhydrous magnesium sulfate, and the solvent was evaporated under reduced pressur... Reactants: aqueous solution, [Na] (sodium), N1=C(N)N=C(N)N=C1N (melamine), C=O (formaldehyde), [Na] (sodium), Starch, [OH-].[Na+] (sodium hydroxide), C(C)(C)C1=C(C2=CC=CC=C2C=C1)C(C)C (diisopropylnaphthalene), C(C)OC1=C(C=CC(=C1)N(CC)CC)C1(OC(=O)C2=CC=CC=C12)C1=C(N(C2=CC=CC=C12)CCCCCCCC)C (3-(2-ethoxy-4-diethylaminophenyl)-3 (1-octyl-2-methylindole-3-yl)phthalide). Run in O (water), O (water). Run at time 30 minute. The product is C=O.N1=C(N)N=C(N)N=C1N (melamine-formaldehyde). As a reaction SMILES: [Na].[OH-].[Na+].C(C1C=CC2C(=CC=CC=2)C=1C(C)C)(C)C.[CH2:20]([O:22]C1C=C(N(CC)CC)C=CC=1C1(C2C3C(=CC=CC=3)N(CCCCCCCC)C=2C)C2C(=CC=CC=2)C(=O)O1)C.[N:62]1[C:69]([NH2:70])=[N:68][C:66]([NH2:67])=[N:65][C:63]=1[NH2:64].C=O>O>[CH2:20]=[O:22].[N:62]1[C:69]([NH2:70])=[N:68][C:66]([NH2:67])=[N:65][C:63]=1[NH2:64] |f:1.2,8.9,^1:0|. Procedure: 5 Parts of partial sodium salt of polyvinylbenzenesulfonic acid (VERSA, TL500 manufactured by National Starch) was dissolved in 95 parts of hot water. The resulting solution was cooled and the pH thereof was adjusted to 4.0 by adding an aqueous solution of sodium hydroxide. 100 parts of diisopropylnaphthalene containing 4.5% of 3-(2-ethoxy-4-diethylaminophenyl)-3 (1-octyl-2-methylindole-3-yl)phthalide as the electron donating colorless dye dissolved therein was emulsified and dispersed in 100 pa...